From a dataset of the Open Reaction Database (ORD), a public repository of structured organic reaction records. describe an organic reaction: reactants, conditions, products, and yield The reactants are C(N)(=S)C1=CC=C(OCCCCCC2=CC(=NO2)C)C=C1 (5-[5(4-thiocarbamylphenoxy)pentyl]-3-methylisoxazole), ClCC=O (chloroacetaldehyde). Run in C(C)O (ethanol). Yields the product CC1=NOC(=C1)CCCCCOC1=CC=C(C=C1)C=1SC=CN1 (3-methyl-5-{5-[4-(2-thiazolyl)phenoxy]pentyl}isoxazole). Yield: 55.6%. RXN SMILES: [C:1]([C:4]1[CH:21]=[CH:20][C:7]([O:8][CH2:9][CH2:10][CH2:11][CH2:12][CH2:13][C:14]2[O:18][N:17]=[C:16]([CH3:19])[CH:15]=2)=[CH:6][CH:5]=1)(=[S:3])[NH2:2].Cl[CH2:23][CH:24]=O>C(O)C>[CH3:19][C:16]1[CH:15]=[C:14]([CH2:13][CH2:12][CH2:11][CH2:10][CH2:9][O:8][C:7]2[CH:6]=[CH:5][C:4]([C:1]3[S:3][CH:23]=[CH:24][N:2]=3)=[CH:21][CH:20]=2)[O:18][N:17]=1. Procedure: A suspension of 7.5 g 5-[5(4-thiocarbamylphenoxy)pentyl]-3-methylisoxazole and 24.6 g chloroacetaldehyde (50% in water) in 150 ml absolute ethanol was refluxed for 3.5 hours. The reaction mixture was concentrated in vacuo and the residue recrystallized from ethyl acetate-hexane to give 4.5 g 3-methyl-5-{5-[4-(2-thiazolyl)phenoxy]pentyl}isoxazole, m.p. 78-80° C. Starting materials: ClCCl, O=C(O)CN1C(=O)C2(CCN(CC(F)(F)F)CC2)c2ccccc21, CC(C)(C)OC(=O)CN1C(=O)C2(CCN(CC(F)(F)F)CC2)c2ccccc21. Product: Cl, O=C(O)CN1C(=O)C2(CCN(CC(F)(F)F)CC2)c2ccccc21. Reaction SMILES: [Cl:53][CH2:54][Cl:55].[O:1]=[C:2]1[N:3]([CH2:21][C:22](=[O:23])[OH:24])[c:4]2[cH:5][cH:6][cH:7][cH:8][c:9]2[C:10]12[CH2:11][CH2:12][N:13]([CH2:16][C:17]([F:18])([F:19])[F:20])[CH2:14][CH2:15]2.[O:25]=[C:26]1[C:27]2([CH2:28][CH2:29][N:30]([CH2:31][C:32]([F:33])([F:34])[F:35])[CH2:36][CH2:37]2)[c:38]2[c:39]([cH:40][cH:41][cH:42][cH:43]2)[N:44]1[CH2:45][C:46]([O:47][C:48]([CH3:49])([CH3:50])[CH3:51])=[O:52]>>[ClH:53].[O:1]=[C:2]1[N:3]([CH2:21][C:22](=[O:23])[OH:24])[c:4]2[cH:5][cH:6][cH:7][cH:8][c:9]2[C:10]12[CH2:11][CH2:12][N:13]([CH2:16][C:17]([F:18])([F:19])[F:20])[CH2:14][CH2:15]2. Reactants: CO (methanol), [BH4-].[Li+] (lithium borohydride), OC1(CCC(CC1)C(=O)OCC)C (ethyl 4-hydroxy-4-methylcyclohexanecarboxylate), C(C)N(CC)S(F)(F)F (diethylaminosulfur trifluoride), ice. Solvent: O1CCCC1 (tetrahydrofuran), C(C)(=O)OCC (ethyl acetate), ClCCl (dichloromethane). Run at time 24 hour. Product: FC1(CCC(CC1)CO)C ((4-fluoro-4-methylcyclohexyl)methanol). The yield is 33.6%. RXN SMILES: O[C:2]1([CH3:13])[CH2:7][CH2:6][CH:5]([C:8](OCC)=[O:9])[CH2:4][CH2:3]1.C(N(S(F)(F)[F:20])CC)C.CO.[BH4-].[Li+]>ClCCl.C(OCC)(=O)C.O1CCCC1>[F:20][C:2]1([CH3:13])[CH2:7][CH2:6][CH:5]([CH2:8][OH:9])[CH2:4][CH2:3]1 |f:3.4|. Reported procedure: A solution of ethyl 4-hydroxy-4-methylcyclohexanecarboxylate (2.50 g, 13.42 mmol) in dichloromethane (35 mL) at 0° C. was added with diethylaminosulfur trifluoride (14.2 mL, 107.40 mmol) slowly under nitrogen. The resulting mixture was stirred for 24 hours. The reaction mixture was diluted with ethyl acetate (100 mL) and poured into ice (200 g). The organic layer was washed with saturated sodium bicarbonate (3×100 mL) and brine (100 mL); dried with anhydrous sodium sulfate; filtered and concentr... Reactants: O=C([O-])[O-], CN(C)C=O, [K+], [K+], CCOC(=O)CCC1CCNCC1, O, BrCCC=C1c2ccccc2Sc2ccccc21, c1ccccc1. Yields the product CCOC(=O)CCC1CCN(CCC=C2c3ccccc3Sc3ccccc32)CC1. RXN SMILES: [C:32](=[O:33])([O-:34])[O-:35].[CH3:38][N:39]([CH3:40])[CH:41]=[O:42].[K+:36].[K+:37].[NH:19]1[CH2:20][CH2:21][CH:22]([CH2:25][CH2:26][C:27](=[O:28])[O:29][CH2:30][CH3:31])[CH2:23][CH2:24]1.[OH2:43].[cH:1]1[cH:2][cH:3][cH:4][c:5]2[c:14]1[C:13](=[CH:15][CH2:16][CH2:17][Br:18])[c:12]1[c:7]([cH:8][cH:9][cH:10][cH:11]1)[S:6]2.[cH:44]1[cH:45][cH:46][cH:47][cH:48][cH:49]1>>[cH:1]1[cH:2][cH:3][cH:4][c:5]2[c:14]1[C:13](=[CH:15][CH2:16][CH2:17][N:19]1[CH2:20][CH2:21][CH:22]([CH2:25][CH2:26][C:27](=[O:28])[O:29][CH2:30][CH3:31])[CH2:23][CH2:24]1)[c:12]1[c:7]([cH:8][cH:9][cH:10][cH:11]1)[S:6]2. Starting materials: ClC1=NC=CC(=N1)C=1C(=NN2C1C=CC=C2C)C=2C=C(C=CC2)NC(C2=C(C=CC=C2F)F)=O (N-{3-[3-(2-chloropyrimidin-4-yl)-7-methylpyrazolo[1,5-a]pyridin-2-yl]phenyl}-2,6-difluorobenzamide), FC(C=1C=C(N)C=CC1)(F)F (3-trifluoromethylaniline). The solvent is C(C)(C)O (isopropanol). The product is FC1=C(C(=O)NC2=CC(=CC=C2)C2=NN3C(C=CC=C3C)=C2C2=NC(=NC=C2)NC2=CC(=CC=C2)C(F)(F)F)C(=CC=C1)F (2,6-Difluoro-N-{3-[7-methyl-3-(2-{[3-(trifluoromethyl)phenyl]amino}-pyrimidin-4-yl)pyrazolo[1,5-a]pyridin-2-yl]phenyl}benzamide). As a reaction SMILES: Cl[C:2]1[N:7]=[C:6]([C:8]2[C:9]([C:18]3[CH:19]=[C:20]([NH:24][C:25](=[O:34])[C:26]4[C:31]([F:32])=[CH:30][CH:29]=[CH:28][C:27]=4[F:33])[CH:21]=[CH:22][CH:23]=3)=[N:10][N:11]3[C:16]([CH3:17])=[CH:15][CH:14]=[CH:13][C:12]=23)[CH:5]=[CH:4][N:3]=1.[F:35][C:36]([F:45])([F:44])[C:37]1[CH:38]=[C:39]([CH:41]=[CH:42][CH:43]=1)[NH2:40]>C(O)(C)C>[F:33][C:27]1[CH:28]=[CH:29][CH:30]=[C:31]([F:32])[C:26]=1[C:25]([NH:24][C:20]1[CH:21]=[CH:22][CH:23]=[C:18]([C:9]2[C:8]([C:6]3[CH:5]=[CH:4][N:3]=[C:2]([NH:40][C:39]4[CH:41]=[CH:42][CH:43]=[C:37]([C:36]([F:35])([F:44])[F:45])[CH:38]=4)[N:7]=3)=[C:12]3[CH:13]=[CH:14][CH:15]=[C:16]([CH3:17])[N:11]3[N:10]=2)[CH:19]=1)=[O:34]. Reported procedure: The title compound was prepared through standard displacement conditions by microwaving N-{3-[3-(2-chloropyrimidin-4-yl)-7-methylpyrazolo[1,5-a]pyridin-2-yl]phenyl}-2,6-difluorobenzamide and 3-trifluoromethylaniline in isopropanol at 150° C. for 15 min. LCMS (ESI): [M+H]+=601. Reactants: C(C(O)CC#N)#N (malonitrile), [H-].[Na+] (sodium hydride), CN(C=O)C (dimethylformamide), CN(C1=CC=C2C(C(=O)OC(N2)=O)=C1)C (5-dimethylamino-isatoic anhydride). Run in O (water). Reaction conditions: time 10 hour. Product: NC1=NC2=CC=C(C=C2C(=C1C#N)O)N(C)C (2-Amino-3-cyano-4-hydroxy-6-dimethylaminoquinoline). Reaction SMILES: C(#N)C([CH2:4][C:5]#[N:6])O.[H-].[Na+].[CH3:10][N:11]([CH3:24])[C:12]1[CH:23]=[C:16]2[C:17]([O:19][C:20](=O)[NH:21][C:15]2=[CH:14][CH:13]=1)=O.C[N:26](C)C=O>O>[NH2:26][C:20]1[C:4]([C:5]#[N:6])=[C:17]([OH:19])[C:16]2[C:15](=[CH:14][CH:13]=[C:12]([N:11]([CH3:10])[CH3:24])[CH:23]=2)[N:21]=1 |f:1.2|. Reported procedure: To the solution of 4 g of malonitrile in 50 mL of dimethylformamide in several portions 2.4 g of sodium hydride 60% oily dispersion is added. To the clear solution 8 g of 5-dimethylamino-isatoic anhydride is added and the mixture is stirred at room temperature for 10 hours. The mixture is diluted with 70 mL of water and extracted with 2×30 mL of ethyl acetate. The aqueous phase is evaporated in vacuum, the solid residue is dissolved in 20 mL of water, the pH is adjusted to 6 with acetic acid. Th... The reactants are C(C)(=O)OCC (ethyl acetate), CON(C(=O)C1=CC=C(C=C1)C1=C(C=C(C=C1)Cl)Cl)C (2′,4′-Dichloro-biphenyl-4-carboxylic acid methoxy-methyl-amide), O1CCCC1 (tetrahydrofuran), [NH4+].[Cl-] (NH4Cl), Grignard reagent. Run in petrol. Conditions: time 2 hour. Product: ClC1=C(C=CC(=C1)Cl)C1=CC=C(C=C1)C(CCCC=C)=O (1-(2′,4′-Dichloro-biphenyl-4-yl)-hex-5-en-1-one). As a reaction SMILES: CON(C)[C:4]([C:6]1[CH:11]=[CH:10][C:9]([C:12]2[CH:17]=[CH:16][C:15]([Cl:18])=[CH:14][C:13]=2[Cl:19])=[CH:8][CH:7]=1)=[O:5].[NH4+].[Cl-].C(O[CH2:27][CH3:28])(=O)C.O1C[CH2:32][CH2:31][CH2:30]1>>[Cl:19][C:13]1[CH:14]=[C:15]([Cl:18])[CH:16]=[CH:17][C:12]=1[C:9]1[CH:10]=[CH:11][C:6]([C:4](=[O:5])[CH2:30][CH2:31][CH2:32][CH:27]=[CH2:28])=[CH:7][CH:8]=1 |f:1.2|. Reported procedure: 5-Bromo-1-pentene (5 g) was gently heated with magnesium turnings (1 g) in anhydrous tetrahydrofuran (25 mL) until reaction started. The mixture was left to reflux without further heating to give the Grignard reagent, then allowed to cool to room temperature. 2′,4′-Dichloro-biphenyl-4-carboxylic acid methoxy-methyl-amide (2 g) was dissolved in anhydrous tetrahydrofuran (25 mL) and chilled in an ice bath. The above Grignard reagent was added dropwise with vigorous stirring. Following addition, th...